Dataset: the Open Reaction Database (ORD), a public repository of structured organic reaction records. Task: describe an organic reaction: reactants, conditions, products, and yield Reaction conditions: temperature 0 celsius. Reactants: N(CC(=O)N1[C@H](C(=O)N[C@@H](CCCC)C(=O)OCC)CCC1)C(=O)OC(C)(C)C (Boc-Gly-Pro-Nleu-OEt), [OH-].[K+] (KOH). The solvent is C1CCOC1.O (THF H2O). The product is N(CC(=O)N1[C@H](C(=O)N[C@@H](CCCC)C(=O)O)CCC1)C(=O)OC(C)(C)C (Boc-Gly-Pro-Nleu-OH). Procedure: Boc-Gly-Pro-Nleu-OEt (4.3 g, 0.0104 mol.) was dissolved in 80 ml THF/H2O (v/v, 1:1) and the solution was chilled to 0° C. on a water-ice bath. KOH (1.1 g dissolved in 20 ml H2O) was added while stirring the solution. After a while, the bath was removed and the stirring was continued for one more hour. The THF was removed under reduced pressure. The aqueous solution was extracted by ethyl acetate 2×50 ml. Then, the aqueous layer was chilled to 0° C. and was acidified to about pH=3 by addition of ... Reaction SMILES: [NH:1]([C:23]([O:25][C:26]([CH3:29])([CH3:28])[CH3:27])=[O:24])[CH2:2][C:3]([N:5]1[CH2:22][CH2:21][CH2:20][C@H:6]1[C:7]([NH:9][C@H:10]([C:15]([O:17]CC)=[O:16])[CH2:11][CH2:12][CH2:13][CH3:14])=[O:8])=[O:4].[OH-].[K+]>C1COCC1.O>[NH:1]([C:23]([O:25][C:26]([CH3:27])([CH3:29])[CH3:28])=[O:24])[CH2:2][C:3]([N:5]1[CH2:22][CH2:21][CH2:20][C@H:6]1[C:7]([NH:9][C@H:10]([C:15]([OH:17])=[O:16])[CH2:11][CH2:12][CH2:13][CH3:14])=[O:8])=[O:4] |f:1.2,3.4|. The reactants are CC(C(=O)Cl)(C)C (Trimethylacetyl chloride), CCCCCN (n-amylamine), O.O.C(C(=O)O)(=O)O (oxalic acid dihydrate), CCCCCCC=CCCC (undec-7-ene), C(=O)(OCC1=CC=CC=C1)N[C@@H](CO)C(=O)O (carbobenzyloxy-L-serine), N1=CC=CC=C1 (Pyridine), P(O)(O)(O)=O (phosphoric acid). The solvent is C(C)(=O)OCC (Ethyl acetate), O (Water), C(C)O (ethanol), O (water), C(C)O (ethanol). Run at temperature 50 celsius. Yields the product C(CCCC)NC([C@@H](N)CO)=O (N-Pentyl-L-Serinamide). Reaction SMILES: CCCCCCC=CCCC.C([NH:22][C@H:23]([C:26]([OH:28])=O)[CH2:24][OH:25])(OCC1C=CC=CC=1)=O.[N:29]1[CH:34]=[CH:33][CH:32]=[CH:31][CH:30]=1.CC(C)(C)C(Cl)=O.CCCCCN.P(=O)(O)(O)O.O.O.C(O)(=O)C(O)=O>C(O)C.O.C(OCC)(=O)C>[CH2:30]([NH:29][C:26](=[O:28])[C@H:23]([CH2:24][OH:25])[NH2:22])[CH2:31][CH2:32][CH2:33][CH3:34] |f:6.7.8|. Reported procedure: Under an inert atmosphere, 1,8-diazabicyclo-]5.4.0]-undec-7-ene (5.10 g, 33.5 mmol) was added to a suspension of Part A carbobenzyloxy-L-serine (7.50 g, 31.4 mmol) in ethanol. Ethyl acetate was added and the mixture was agitated (optionally, with heating up to about 50° C.) to obtain a clear solution. Pyridine (0.25 g, 3.2 mmol) was added and the mixture was cooled to about -30° C. Trimethylacetyl chloride (4.12 g, 34.2 mmol) was added and the mixture was maintained at about -30° C. With cooling... Starting materials: CC(C#C)O (3-butyn-2-ol), ClC1=CC=CC2=C1C(N(CC=1N2C=NC1I)C)=O (7-chloro-4,5-dihydro-3-iodo-5-methyl-6H-imidazo[1,5-a][1,4]benzodiazepine-6-one). The reagents and catalysts are Cl[Pd]([P](C1=CC=CC=C1)(C2=CC=CC=C2)C3=CC=CC=C3)([P](C4=CC=CC=C4)(C5=CC=CC=C5)C6=CC=CC=C6)Cl (bis-(triphenyl -phosphine)-palladium(II) dichloride), [Cu]I (copper(I) iodide). The solvent is C(C)NCC (diethylamine), C(CCl)Cl (ethylene chloride). The product is ClC1=CC=CC2=C1C(N(CC=1N2C=NC1C#CC(C)O)C)=O (7-chloro -4,5-dihydro-3-(3-hydroxy-1-butynyl)-5-methyl-6H-imidazo -[1,5-a][1,4]benzodiazepin-6-one). RXN SMILES: [Cl:1][C:2]1[C:7]2[C:8](=[O:18])[N:9]([CH3:17])[CH2:10][C:11]3[N:12]([CH:13]=[N:14][C:15]=3I)[C:6]=2[CH:5]=[CH:4][CH:3]=1.[CH3:19][CH:20]([OH:23])[C:21]#[CH:22]>C(NCC)C.C(Cl)CCl.Cl[Pd](Cl)([P](C1C=CC=CC=1)(C1C=CC=CC=1)C1C=CC=CC=1)[P](C1C=CC=CC=1)(C1C=CC=CC=1)C1C=CC=CC=1.[Cu]I>[Cl:1][C:2]1[C:7]2[C:8](=[O:18])[N:9]([CH3:17])[CH2:10][C:11]3[N:12]([CH:13]=[N:14][C:15]=3[C:22]#[C:21][CH:20]([OH:23])[CH3:19])[C:6]=2[CH:5]=[CH:4][CH:3]=1 |^1:35,54|. Procedure: 7.47 g (20 mmol) of 7-chloro-4,5-dihydro-3-iodo-5-methyl-6H-imidazo[1,5-a][1,4]benzodiazepine-6-one were heated to boiling under reflux for 4 hours with 1.75 g (25 mmol) of 3-butyn-2-ol, 70 mg of bis-(triphenyl -phosphine)-palladium(II) dichloride and 10 mg of copper(I) iodide in 50 ml of diethylamine and 20 ml of ethylene chloride. After evaporation of the solvent the residue was taken up in methylene chloride and the resulting suspension was suction filtered. The material obtained was washed w... Reactants: CS(=O)(=O)OCCCC1=C(N=NN1C1=CC=C(C=C1)C(=O)NCC)C(=O)NC1CC1 ((4-[(Cyclopropylamino)carbonyl]-1-{4-[(ethylamino)carbonyl]phenyl}-1H-1,2,3-triazol-5-yl)propyl methanesulfonate), O=C1[N-]C(C2=CC=CC=C12)=O.[K+] (potassium 1,3-dioxo-1,3-dihydroisoindol-2-ide). The solvent is CN(C)C=O (DMF), O (water). Reaction conditions: temperature 60 celsius, time 3 hour. Product: C1(CC1)NC(=O)C=1N=NN(C1CCCN1C(C2=CC=CC=C2C1=O)=O)C1=CC=C(C=C1)C(=O)NCC (N-cyclopropyl-5-[3-(1,3-dioxo-1,3-dihydro-2H-isoindol-2-yl)propyl]-1-{4-[(ethylamino)carbonyl]phenyl}-1H-1,2,3-triazole-4-carboxamide). The yield is 90.4%. Reaction SMILES: CS(O[CH2:6][CH2:7][CH2:8][C:9]1[N:13]([C:14]2[CH:19]=[CH:18][C:17]([C:20]([NH:22][CH2:23][CH3:24])=[O:21])=[CH:16][CH:15]=2)[N:12]=[N:11][C:10]=1[C:25]([NH:27][CH:28]1[CH2:30][CH2:29]1)=[O:26])(=O)=O.[O:31]=[C:32]1[C:40]2[C:35](=[CH:36][CH:37]=[CH:38][CH:39]=2)[C:34](=[O:41])[N-:33]1.[K+]>CN(C=O)C.O>[CH:28]1([NH:27][C:25]([C:10]2[N:11]=[N:12][N:13]([C:14]3[CH:15]=[CH:16][C:17]([C:20]([NH:22][CH2:23][CH3:24])=[O:21])=[CH:18][CH:19]=3)[C:9]=2[CH2:8][CH2:7][CH2:6][N:33]2[C:34](=[O:41])[C:35]3[C:40](=[CH:39][CH:38]=[CH:37][CH:36]=3)[C:32]2=[O:31])=[O:26])[CH2:29][CH2:30]1 |f:1.2|. Procedure details: (4-[(Cyclopropylamino)carbonyl]-1-{4-[(ethylamino)carbonyl]phenyl}-1H-1,2,3-triazol-5-yl)propyl methanesulfonate (1.31 g, 3 mmol) obtained in Example 1201a) and potassium 1,3-dioxo-1,3-dihydroisoindol-2-ide (556 mg, 3 mmol, 1.0 eq.) were dissolved in DMF (20 ml) and the mixture was stirred at 60° C. for 3 hr. The reaction mixture was diluted with water (20 ml), and the precipitate was collected by filtration, washed with water and dried to give the title compound as a white powder (1.32 g, 90.4%...